describe an organic reaction: reactants, conditions, products, and yield From a dataset of the Open Reaction Database (ORD), a public repository of structured organic reaction records. Reactants: CCCCCNC(=O)N(C)c1ncc(-c2ccc(CC(OCC)C(=O)OC)cc2)s1, [Li+], [OH-]. Product: CCCCCNC(=O)N(C)c1ncc(-c2ccc(CC(OCC)C(=O)O)cc2)s1. As a reaction SMILES: [CH2:1]([CH3:2])[O:3][CH:4]([C:5](=[O:6])[O:7][CH3:8])[CH2:9][c:10]1[cH:11][cH:12][c:13](-[c:16]2[cH:17][n:18][c:19]([N:21]([C:22](=[O:23])[NH:24][CH2:25][CH2:26][CH2:27][CH2:28][CH3:29])[CH3:30])[s:20]2)[cH:14][cH:15]1.[Li+:31].[OH-:32]>>[CH2:1]([CH3:2])[O:3][CH:4]([C:5](=[O:6])[OH:7])[CH2:9][c:10]1[cH:11][cH:12][c:13](-[c:16]2[cH:17][n:18][c:19]([N:21]([C:22](=[O:23])[NH:24][CH2:25][CH2:26][CH2:27][CH2:28][CH3:29])[CH3:30])[s:20]2)[cH:14][cH:15]1.